The task is: describe an organic reaction: reactants, conditions, products, and yield. This data is from the Open Reaction Database (ORD), a public repository of structured organic reaction records. Solvent: CN(C)C=O (DMF). Starting materials: N1C=NC=C1 (imidazole), CC(C)(C)[Si](C)(C)Cl (TBSCl), 1d, 1d, C(#N)C=1C=C2C(CC3(CCN(CC3)C(=O)OC(C)(C)C)OC2=CC1)O (tert-butyl 6-cyano-4-hydroxy-spiro[chroman-2,4′-piperidine]-1′-carboxylate), N1C=NC=C1 (imidazole), CC(C)(C)[Si](C)(C)Cl (TBSCl). The product is [Si](C)(C)(C(C)(C)C)OC1CC2(CCN(CC2)C(=O)OC(C)(C)C)OC2=CC=C(C=C12)C#N (tert-Butyl 4-{[tert-butyl(dimethyl)silyl]oxy}-6-cyano-spiro[chroman-2,4′-piperidine]-1′-carboxylate). Procedure details: To a solution of 15.1 g of tert-butyl 6-cyano-4-hydroxy-spiro[chroman-2,4′-piperidine]-1′-carboxylate in DMF were added 3.6 g of imidazole and 7.95 g of TBSCl at rt, and the reaction mixture was stirred at rt for 1d. To this reaction mixture was added 598 mg of imidazole and 1.3 g of TBSCl at rt, and the reaction mixture was stirred at rt for 1d. The reaction mixture was poured into ice-cold brine, and the aqueous mixture was extracted with AcOEt twice. The combined organic layers were washed wi... As a reaction SMILES: [C:1]([C:3]1[CH:4]=[C:5]2[C:22](=[CH:23][CH:24]=1)[O:21][C:8]1([CH2:13][CH2:12][N:11]([C:14]([O:16][C:17]([CH3:20])([CH3:19])[CH3:18])=[O:15])[CH2:10][CH2:9]1)[CH2:7][CH:6]2[OH:25])#[N:2].N1C=CN=C1.[CH3:31][C:32]([Si:35](Cl)([CH3:37])[CH3:36])([CH3:34])[CH3:33]>CN(C=O)C>[Si:35]([O:25][CH:6]1[C:5]2[C:22](=[CH:23][CH:24]=[C:3]([C:1]#[N:2])[CH:4]=2)[O:21][C:8]2([CH2:13][CH2:12][N:11]([C:14]([O:16][C:17]([CH3:20])([CH3:19])[CH3:18])=[O:15])[CH2:10][CH2:9]2)[CH2:7]1)([C:32]([CH3:34])([CH3:33])[CH3:31])([CH3:37])[CH3:36]. Starting materials: COC1=C(C=2C3=C(C(NC2C=C1)=O)SC=C3)C3=CC=C(C=C3)[C@@H](CC)NC(OC(C)(C)C)=O ((R)-tert-butyl 1-(4-(8-methoxy-4-oxo-4,5-dihydrothieno[2,3-c]quinolin-9-yl)phenyl)propylcarbamate), ClN1C(CCC1=O)=O (N-chlorosuccinimide). The solvent is CN(C)C=O (DMF). The product is ClC1=CC(=C(C=2C3=C(C(NC12)=O)SC=C3)C3=CC=C(C=C3)[C@@H](CC)NC(OC(C)(C)C)=O)OC ((R)-tert-Butyl 1-(4-(6-chloro-8-methoxy-4-oxo-4,5-dihydrothieno[2,3-c]quinolin-9-yl)phenyl)propylcarbamate). The yield is 37.4%. As a reaction SMILES: [CH3:1][O:2][C:3]1[CH:12]=[CH:11][C:10]2[NH:9][C:8](=[O:13])[C:7]3[S:14][CH:15]=[CH:16][C:6]=3[C:5]=2[C:4]=1[C:17]1[CH:22]=[CH:21][C:20]([C@H:23]([NH:26][C:27](=[O:33])[O:28][C:29]([CH3:32])([CH3:31])[CH3:30])[CH2:24][CH3:25])=[CH:19][CH:18]=1.[Cl:34]N1C(=O)CCC1=O>CN(C=O)C>[Cl:34][C:11]1[C:10]2[NH:9][C:8](=[O:13])[C:7]3[S:14][CH:15]=[CH:16][C:6]=3[C:5]=2[C:4]([C:17]2[CH:22]=[CH:21][C:20]([C@H:23]([NH:26][C:27](=[O:33])[O:28][C:29]([CH3:32])([CH3:31])[CH3:30])[CH2:24][CH3:25])=[CH:19][CH:18]=2)=[C:3]([O:2][CH3:1])[CH:12]=1. Procedure: Following General Procedure H, (R)-tert-butyl 1-(4-(8-methoxy-4-oxo-4,5-dihydrothieno[2,3-c]quinolin-9-yl)phenyl)propylcarbamate (0.67 g, 1.5 mmol) was reacted with N-chlorosuccinimide (0.29 g, 1.6 mmol) in DMF (10 mL) to afford the desired product (0.28 g, 35%) as a brown solid: ESI MS m/z 499 [C26H27ClN2O4S+H]+.